From a dataset of the Open Reaction Database (ORD), a public repository of structured organic reaction records. describe an organic reaction: reactants, conditions, products, and yield The reactants are N1C(=O)NC(=O)C1 (hydantoin), C=O (paraformaldehyde), P(O)(O)O (phosphorous acid), C(C)(=O)OC(C)=O (acetic anhydride). The solvent is C(C)(=O)O (acetic acid). Product: P(=O)(O)(O)CN1C(=O)NC(=O)C1 (1-(phosphonomethyl)hydantoin). Yield: 110.3%. Reaction SMILES: [NH:1]1[CH2:7][C:5](=[O:6])[NH:4][C:2]1=[O:3].C=O.[P:10]([OH:13])([OH:12])[OH:11].[C:14](OC(=O)C)(=O)C>C(O)(=O)C>[P:10]([CH2:14][N:1]1[CH2:7][C:5](=[O:6])[NH:4][C:2]1=[O:3])([OH:13])([OH:12])=[O:11]. Procedure details: A 500 ml round-bottom flask was equipped with a thermometer, condenser, magnetic stirrer, and heating mantle. Into the flask was charged, under nitrogen, 10.0 g (0.100 mole) of hydantoin, 3.2 g (0.10 mole) of paraformaldehyde (purity: ca 95%), and 60 ml of anhydrous acetic acid. The resulting mixture was heated at reflux for 0.75 hour and then cooled. To the resulting clear solution was added 8.5 g (0.100 mole) of 97% phosphorous acid and 30.6 g (0.300 mole) of acetic anhydride. The reaction mix... The solvent is C(C)N(CC)CC (triethylamine). The yield is 39.2%. Yields the product C(C1=CC=CC=C1)N1CCC(CC1)(O)C1=CC(=C(C=O)C=C1)OC (4-(1-Benzyl-4-hydroxypiperidin-4-yl)-2-methoxybenzaldehyde). Reactants: COC(C1=C(C=C(C=C1)C1(CCN(CC1)CC1=CC=CC=C1)O)OC)OC (4-(1-benzyl-4-hydroxypiperidin-4-yl)-2-methoxybenzaldehyde dimethyl acetal), C1(=CC=CC=C1)C (toluene), O.C1(=CC=C(C=C1)S(=O)(=O)O)C (p-toluenesulfonic acid monohydrate), O (water). RXN SMILES: C[O:2][CH:3](OC)[C:4]1[CH:9]=[CH:8][C:7]([C:10]2([OH:23])[CH2:15][CH2:14][N:13]([CH2:16][C:17]3[CH:22]=[CH:21][CH:20]=[CH:19][CH:18]=3)[CH2:12][CH2:11]2)=[CH:6][C:5]=1[O:24][CH3:25].C1(C)C=CC=CC=1.O.C1(C)C=CC(S(O)(=O)=O)=CC=1.O>C(N(CC)CC)C>[CH2:16]([N:13]1[CH2:12][CH2:11][C:10]([C:7]2[CH:8]=[CH:9][C:4]([CH:3]=[O:2])=[C:5]([O:24][CH3:25])[CH:6]=2)([OH:23])[CH2:15][CH2:14]1)[C:17]1[CH:18]=[CH:19][CH:20]=[CH:21][CH:22]=1 |f:2.3|. Reported procedure: To 10.0 g of 4-(1-benzyl-4-hydroxypiperidin-4-yl)-2-methoxybenzaldehyde dimethyl acetal were added 100 ml of toluene and 6.15 g of p-toluenesulfonic acid monohydrate and the resulting mixture was heated under reflux for 1 hour. To the reaction mixture were added water and triethylamine followed by extraction with ethyl acetate. The organic layer was washed with water and a saturated aqueous solution of sodium chloride and dried over anhydrous sodium sulfate. After distilling off the solvent unde... Reactants: CC(CN1C(=NC=2C=NC=3C=CC=CC3C21)CC(C)=O)C (1-[1-(2-Methylpropyl)-1H-imidazo[4,5-c]quinolin-2-yl]propan-2-one), O (Water), [BH4-].[Na+] (Sodium borohydride), CO (Methanol). Solvent: C(C)O (ethanol). Reaction conditions: time 2 hour. The product is CC(CC=1N(C2=C(C=NC=3C=CC=CC23)N1)CC(C)C)O (α-Methyl-1-(2-methylpropyl)-1H-imidazo[4,5-c]quinoline-2-ethanol). As a reaction SMILES: [CH3:1][CH:2]([CH3:21])[CH2:3][N:4]1[C:16]2[C:15]3[CH:14]=[CH:13][CH:12]=[CH:11][C:10]=3[N:9]=[CH:8][C:7]=2[N:6]=[C:5]1[CH2:17][C:18](=[O:20])[CH3:19].[BH4-].[Na+].CO.O>C(O)C>[CH3:19][CH:18]([OH:20])[CH2:17][C:5]1[N:4]([CH2:3][CH:2]([CH3:21])[CH3:1])[C:16]2[C:15]3[CH:14]=[CH:13][CH:12]=[CH:11][C:10]=3[N:9]=[CH:8][C:7]=2[N:6]=1 |f:1.2|. Procedure: 1-[1-(2-Methylpropyl)-1H-imidazo[4,5-c]quinolin-2-yl]propan-2-one (8 g, 28.4 mmol, Example 73) was suspended in ethanol (400 mL). Sodium borohydride (1.64 g, 43.3 mmol) was added and the reaction mixture was stirred at room temperature for about 2 hours. Methanol (about 20 mL) was added and stirring was continued over night. Water was added then the solvents were removed under vacuum. The residue was partitioned between methylene chloride and water. The methylene chloride layer was separated, dr...